Task: describe an organic reaction: reactants, conditions, products, and yield. Dataset: the Open Reaction Database (ORD), a public repository of structured organic reaction records The reactants are COc1ccc(C(C(F)(F)F)C(F)(F)F)cc1CNC1CCCN(C(=O)OC(C)(C)C)C1c1ccccc1, COc1cc(OC)c(CC(F)(F)F)cc1C=O, CC(C)(C)OC(=O)N1CCCC(N)C1c1ccccc1. The product is COc1cc(OC)c(CC(F)(F)F)cc1CNC1CCCN(C(=O)OC(C)(C)C)C1c1ccccc1. Reaction SMILES: [C:38]([O:39][C:40]([N:41]1[CH2:42][CH2:43][CH2:44][CH:45]([NH:46][CH2:47][c:48]2[cH:49][c:50]([CH:51]([C:52]([F:53])([F:54])[F:55])[C:56]([F:57])([F:58])[F:59])[cH:60][cH:61][c:62]2[O:63][CH3:64])[CH:65]1[c:66]1[cH:67][cH:68][cH:69][cH:70][cH:71]1)=[O:72])([CH3:73])([CH3:74])[CH3:75].[CH3:21][O:22][c:23]1[c:24]([CH:25]=[O:26])[cH:27][c:28]([CH2:33][C:34]([F:35])([F:36])[F:37])[c:29]([O:31][CH3:32])[cH:30]1.[NH2:1][CH:2]1[CH:3]([c:15]2[cH:16][cH:17][cH:18][cH:19][cH:20]2)[N:4]([C:8](=[O:9])[O:10][C:11]([CH3:12])([CH3:13])[CH3:14])[CH2:5][CH2:6][CH2:7]1>>[NH:1]([CH:2]1[CH:3]([c:15]2[cH:16][cH:17][cH:18][cH:19][cH:20]2)[N:4]([C:8](=[O:9])[O:10][C:11]([CH3:12])([CH3:13])[CH3:14])[CH2:5][CH2:6][CH2:7]1)[CH2:25][c:24]1[c:23]([O:22][CH3:21])[cH:30][c:29]([O:31][CH3:32])[c:28]([CH2:33][C:34]([F:35])([F:36])[F:37])[cH:27]1. Reactants: C(C)(C)(C)OC(=O)N[C@H](C(=O)N1[C@H](C(=O)OC)CC[C@@H]1C#C[Si](C)(C)C)C1CCCC1 (methyl (5R)-1-{(2S)-2-((tert-butoxycarbonyl)amino)-2-cyclopentylethanoyl}-5-((trimethylsilyl)ethynyl)-L-prolinate), O[Li].O (LiOH.H2O). Solvent: CO (MeOH), O (H2O). Reaction conditions: time 16 hour. Yields the product C(C)(C)(C)OC(=O)N[C@H](C(=O)N1[C@H](C(=O)O)CC[C@@H]1C#C)C1CCCC1 ((5R)-1-{(2S)-2-((tert-butoxycarbonyl)amino)-2-cyclopentylethanoyl}-5-ethynyl-L-proline). RXN SMILES: [C:1]([O:5][C:6]([NH:8][C@@H:9]([CH:27]1[CH2:31][CH2:30][CH2:29][CH2:28]1)[C:10]([N:12]1[C@@H:20]([C:21]#[C:22][Si](C)(C)C)[CH2:19][CH2:18][C@H:13]1[C:14]([O:16]C)=[O:15])=[O:11])=[O:7])([CH3:4])([CH3:3])[CH3:2].O[Li].O>CO.O>[C:1]([O:5][C:6]([NH:8][C@@H:9]([CH:27]1[CH2:28][CH2:29][CH2:30][CH2:31]1)[C:10]([N:12]1[C@@H:20]([C:21]#[CH:22])[CH2:19][CH2:18][C@H:13]1[C:14]([OH:16])=[O:15])=[O:11])=[O:7])([CH3:4])([CH3:2])[CH3:3] |f:1.2|. Procedure details: To a stirred solution of methyl (5R)-1-{(2S)-2-((tert-butoxycarbonyl)amino)-2-cyclopentylethanoyl}-5-((trimethylsilyl)ethynyl)-L-prolinate (1.65 g, 3.66 mmol) in MeOH (10 mL) and H2O (10 mL) at room temperature was added LiOH.H2O (0.23 g, 5.49 mmol). The reaction mixture was stirred at room temperature for 16 hours and concentrated under reduced pressure. The residue was taken up in water and extracted with diethyl ether (2×). The aqueous layer was acidified to pH˜4 by adding 4% KHSO4 dropwise. ... Starting materials: [OH-].[Na+] (sodium hydroxide), BrCC1=NN(C2=NC=CC=C21)C(=O)OC(C)(C)C (tert-Butyl 3-(bromomethyl)-1H-pyrazolo[3,4-b]pyridin-1-carboxylate), C([O-])([O-])=O.[K+].[K+] (potassium carbonate), [Si](C)(C)(C)C#N (TMSCN). The solvent is C(C)#N (acetonitrile). Run at temperature 60 celsius. The product is C(#N)CC1=NN(C2=NC=CC=C21)C(=O)OC(C)(C)C (tert-butyl 3-(cyanomethyl)-1H-pyrazolo[3,4-b]pyridin-1-carboxylate). Isolated yield 79.5%. Reaction SMILES: Br[CH2:2][C:3]1[C:11]2[C:6](=[N:7][CH:8]=[CH:9][CH:10]=2)[N:5]([C:12]([O:14][C:15]([CH3:18])([CH3:17])[CH3:16])=[O:13])[N:4]=1.C(=O)([O-])[O-].[K+].[K+].[Si]([C:29]#[N:30])(C)(C)C.[OH-].[Na+]>C(#N)C>[C:29]([CH2:2][C:3]1[C:11]2[C:6](=[N:7][CH:8]=[CH:9][CH:10]=2)[N:5]([C:12]([O:14][C:15]([CH3:18])([CH3:17])[CH3:16])=[O:13])[N:4]=1)#[N:30] |f:1.2.3,5.6|. Procedure: tert-Butyl 3-(bromomethyl)-1H-pyrazolo[3,4-b]pyridin-1-carboxylate (700 mg, 2.24 mmol), potassium carbonate (370 mg, 2.68 mmol) and TMSCN (265 mg, 2.67 mmol) were added into 10 mL acetonitrile, and heated to 60° C. and reacted for 9 hours. After completion of the reaction, it was cooled. 1 M sodium hydroxide solution 100 mL was added, and extracted with ethyl acetate 150 mL. The organic phase was washed with water, washed with saturated saline, dried over anhydrous sodium sulfate, rotate evapora... Starting materials: Cn1nc(Br)c([N+](=O)[O-])c1Br, CCO, NCc1ccccc1, O. Product: Cn1nc(Br)c([N+](=O)[O-])c1NCc1ccccc1. RXN SMILES: [Br:1][c:2]1[n:3][n:4]([CH3:11])[c:5]([Br:10])[c:6]1[N+:7](=[O:8])[O-:9].[CH3:21][CH2:22][OH:23].[NH2:12][CH2:13][c:14]1[cH:15][cH:16][cH:17][cH:18][cH:19]1.[OH2:20]>>[Br:1][c:2]1[n:3][n:4]([CH3:11])[c:5]([NH:12][CH2:13][c:14]2[cH:15][cH:16][cH:17][cH:18][cH:19]2)[c:6]1[N+:7](=[O:8])[O-:9]. Reactants: CC=1C=C(C=C(C1)C)NC(CC1=CC=C(C=C1)O)=O (N-(3,5-dimethylphenyl)-4-hydroxyphenylacetamide), [OH-].[Na+] (NaOH), C1CCOC1 (THF), C(C(C)C)=O (isobutyraldehyde), C(Cl)(Cl)Cl (CHCl3). RXN SMILES: [CH3:1][C:2]1[CH:3]=[C:4]([NH:9][C:10](=[O:19])[CH2:11][C:12]2[CH:17]=[CH:16][C:15](O)=[CH:14][CH:13]=2)[CH:5]=[C:6]([CH3:8])[CH:7]=1.[OH-:20].[Na+].[CH:22](=[O:26])[CH:23]([CH3:25])[CH3:24].C(Cl)(Cl)Cl.C1[CH2:35][O:34]CC1>>[CH3:24][CH:23]([CH3:25])[CH:22]([O:26][C:15]1[CH:16]=[CH:17][C:12]([CH2:11][C:10]([NH:9][C:4]2[CH:3]=[C:2]([CH3:1])[CH:7]=[C:6]([CH3:8])[CH:5]=2)=[O:19])=[CH:13][CH:14]=1)[C:35]([OH:34])=[O:20] |f:1.2|. Procedure: N-(3,5-dimethylphenyl)-4-hydroxyphenylacetamide (3.06 gms, 12 mmol) in THF is treated with 2.4 gms (60 mmol) of NaOH at -20° C. 5.45 ml (60 mmol) of isobutyraldehyde and 4.8 ml (60 mmol) of CHCl3 is added dropwise simultaneously at -20° C. and stirring continued overnight at room temperature. THF is removed under vacuum and the residue is dissolved in water, followed by acidification with 35% HCl. The precipitated solid is extracted into ether and treated with 6% NaHCO3 solution. The aqueous lay... Yield: 23.5%. Yields the product CC(C(C(=O)O)OC1=CC=C(C=C1)CC(=O)NC1=CC(=CC(=C1)C)C)C (3-methyl-2-[4-((((3,5-dimethylphenyl)amino)carbonyl)methyl)phenoxy]butanoic acid). Conditions: time 8 hour. Reactants: ClC1=CC(=C(CN2N=CC3=CC(=CC=C23)\C=C/2\C(NC(S2)=O)=O)C=C1)C(F)(F)F ((5Z)-5-({1-[4-chloro-2-(trifluoromethyl)benzyl]-1H-indazol-5-yl}methylidene)-2,4-dioxo-1,3-thiazolidine), CO (methyl alcohol). Product: ClC1=CC(=C(CN2N=CC3=CC(=CC=C23)\C=C/2\C(N(C(S2)=O)C)=O)C=C1)C(F)(F)F ((5Z)-5-({1-[4-Chloro-2-(trifluoromethyl)benzyl]-1H-indazol-5-yl}methylidene)-3-methyl-1,3-thiazolidine-2,4-dione). RXN SMILES: [Cl:1][C:2]1[CH:25]=[CH:24][C:5]([CH2:6][N:7]2[C:15]3[C:10](=[CH:11][C:12](/[CH:16]=[C:17]4/[C:18](=[O:23])[NH:19][C:20](=[O:22])[S:21]/4)=[CH:13][CH:14]=3)[CH:9]=[N:8]2)=[C:4]([C:26]([F:29])([F:28])[F:27])[CH:3]=1.[CH3:30]O>>[Cl:1][C:2]1[CH:25]=[CH:24][C:5]([CH2:6][N:7]2[C:15]3[C:10](=[CH:11][C:12](/[CH:16]=[C:17]4/[C:18](=[O:23])[N:19]([CH3:30])[C:20](=[O:22])[S:21]/4)=[CH:13][CH:14]=3)[CH:9]=[N:8]2)=[C:4]([C:26]([F:27])([F:29])[F:28])[CH:3]=1. Procedure: (5Z)-5-({1-[4-Chloro-2-(trifluoromethyl)benzyl]-1H-indazol-5-yl}methylidene)-3-methyl-1,3-thiazolidine-2,4-dione was prepared from [(5Z)-5-({1-[4-chloro-2-(trifluoromethyl)benzyl]-1H-indazol-5-yl}methylidene)-2,4-dioxo-1,3-thiazolidine (from Example 1) and methyl alcohol following General Procedure J. Starting materials: S(=O)(Cl)Cl (thionyl chloride), BrC=1C=CC2=C(C(C3=C(C=C2)C=CC=C3)O)C1 (3-bromo-5H-dibenzo[a,d]cyclohepten-5-ol). Solvent: C1=CC=CC=C1 (benzene). Product: BrC=1C=CC2=C(C(C3=C(C=C2)C=CC=C3)Cl)C1 (3-bromo-5-chloro-5H-dibenzo[a,d]cycloheptene). The yield is 92.5%. RXN SMILES: S(Cl)([Cl:3])=O.[Br:5][C:6]1[CH:7]=[CH:8][C:9]2[CH:15]=[CH:14][C:13]3[CH:16]=[CH:17][CH:18]=[CH:19][C:12]=3[CH:11](O)[C:10]=2[CH:21]=1>C1C=CC=CC=1>[Br:5][C:6]1[CH:7]=[CH:8][C:9]2[CH:15]=[CH:14][C:13]3[CH:16]=[CH:17][CH:18]=[CH:19][C:12]=3[CH:11]([Cl:3])[C:10]=2[CH:21]=1. Reported procedure: 12.8 grams (0.11 mole) of thionyl chloride was added to a solution of 24.6 grams (0.086 mole) of 3-bromo-5H-dibenzo[a,d]cyclohepten-5-ol in 750 milliliters of benzene and the resulting mixture heated at reflux temperature for two hours. At the end of this period, the mixture was cooled, concentrated to dryness in vacuo to obtain 24.3 grams of 3-bromo-5-chloro-5H-dibenzo[a,d]cycloheptene intermediate compound. The reactants are C(C)(=O)OC(C)=O (acetic anhydride), BrC1=CC(=C(C=C1F)N)C (4-bromo-5-fluoro-2-methylphenylamine). Run at time 10 minute. The product is BrC1=CC(=C(C=C1F)NC(C)=O)C (N-(4-Bromo-5-fluoro-2-methylphenyl)acetamide). Reaction SMILES: C(O[C:5](=[O:7])[CH3:6])(=O)C.[Br:8][C:9]1[C:14]([F:15])=[CH:13][C:12]([NH2:16])=[C:11]([CH3:17])[CH:10]=1>>[Br:8][C:9]1[C:14]([F:15])=[CH:13][C:12]([NH:16][C:5](=[O:7])[CH3:6])=[C:11]([CH3:17])[CH:10]=1. Reported procedure: 73.6 mL of acetic anhydride was added with 80.0 g of 4-bromo-5-fluoro-2-methylphenylamine at room temperature, and stirred at this temperature for 10 minutes. Excess acetic anhydride was distilled off under reduced pressure, and the precipitated crystals were washed with water, to afford 77.6 g of the title compound as colorless crystal.